From a dataset of the Open Reaction Database (ORD), a public repository of structured organic reaction records. describe an organic reaction: reactants, conditions, products, and yield Starting materials: C(=O)(OC)C1C(CCC(C1)(C1=CC=C(C=C1)OC)C#N)=O (2-carbomethoxy-4-cyano-4-(p-methoxyphenyl)cyclohexanone), C(C)(=O)O (acetic acid), C(=O)(OC)C1C(CCC(C1)(C#N)C1=CC=C(C=C1)Cl)=O (2-carbomethoxy-4-(p-chlorophenyl)-4-cyanocyclohexanone), S(O)(O)(=O)=O (sulfuric acid). The product is C(#N)C1(CCC(CC1)=O)CC1=CC=C(C=C1)OC (4-cyano-4-(p-anisyl)cyclohexanone). Yield: 71.0%. As a reaction SMILES: C([CH:5]1[CH2:10][C:9]([C:19]#[N:20])([C:11]2[CH:16]=[CH:15][C:14](OC)=[CH:13][CH:12]=2)[CH2:8][CH2:7][C:6]1=[O:21])(OC)=O.[C:22](C1CC(C2C=CC(Cl)=CC=2)(C#N)CCC1=O)(OC)=[O:23].S(=O)(=O)(O)O.[C:47](O)(=O)C>>[C:19]([C:9]1([CH2:11][C:16]2[CH:15]=[CH:14][C:13]([O:23][CH3:22])=[CH:12][CH:47]=2)[CH2:10][CH2:5][C:6](=[O:21])[CH2:7][CH2:8]1)#[N:20]. Reported procedure: Following the procedure of Example 1, Part C, but substituting 41.5 gm. (0.145 mole) of 2-carbomethoxy-4-cyano-4-(p-methoxyphenyl)cyclohexanone [same as 2-carbomethoxy-4-cyano-4-(p-anisyl)cyclohexanone] (prepared in Part B, above) for the 29.8 gm. of 2-carbomethoxy-4-(p-chlorophenyl)-4-cyanocyclohexanone, using 940 ml. glacial acetic acid and 470 ml. 10 percent aqueous sulfuric acid instead of the 660 ml. and 330 ml. respectively, and heating for 48 hours instead of 24 hours there is obtained 23... The reactants are ClC1=NC=CC(=N1)C1=C(N=C(S1)N1CCOCC1)C=1C(=C(C=CC1)NS(=O)(=O)C=1OC=CC1)F (N-{3-[5-(2-chloro-4-pyrimidinyl)-2-(4-morpholinyl)-1,3-thiazol-4-yl]-2-fluorophenyl}-2-furansulfonamide), CS(=O)(=O)N1CCC(CC1)N (1-(methylsulfonyl)-4-piperidinamine). The product is FC1=C(C=CC=C1C=1N=C(SC1C1=NC(=NC=C1)NC1CCN(CC1)S(=O)(=O)C)N1CCOCC1)NS(=O)(=O)C=1OC=CC1 (N-{2-Fluoro-3-[5-(2-{[1-(methylsulfonyl)-4-piperidinyl]amino}-4-pyrimidinyl)-2-(4-morpholinyl)-1,3-thiazol-4-yl]phenyl}-2-furansulfonamide). Reaction SMILES: Cl[C:2]1[N:7]=[C:6]([C:8]2[S:12][C:11]([N:13]3[CH2:18][CH2:17][O:16][CH2:15][CH2:14]3)=[N:10][C:9]=2[C:19]2[C:20]([F:34])=[C:21]([NH:25][S:26]([C:29]3[O:30][CH:31]=[CH:32][CH:33]=3)(=[O:28])=[O:27])[CH:22]=[CH:23][CH:24]=2)[CH:5]=[CH:4][N:3]=1.[CH3:35][S:36]([N:39]1[CH2:44][CH2:43][CH:42]([NH2:45])[CH2:41][CH2:40]1)(=[O:38])=[O:37]>>[F:34][C:20]1[C:19]([C:9]2[N:10]=[C:11]([N:13]3[CH2:18][CH2:17][O:16][CH2:15][CH2:14]3)[S:12][C:8]=2[C:6]2[CH:5]=[CH:4][N:3]=[C:2]([NH:45][CH:42]3[CH2:43][CH2:44][N:39]([S:36]([CH3:35])(=[O:38])=[O:37])[CH2:40][CH2:41]3)[N:7]=2)=[CH:24][CH:23]=[CH:22][C:21]=1[NH:25][S:26]([C:29]1[O:30][CH:31]=[CH:32][CH:33]=1)(=[O:28])=[O:27]. Procedure: Following a procedure analogous to the procedure described in Example 1 using N-{3-[5-(2-chloro-4-pyrimidinyl)-2-(4-morpholinyl)-1,3-thiazol-4-yl]-2-fluorophenyl}-2-furansulfonamide (91.2 mg, 0.175 mmol) and 1-(methylsulfonyl)-4-piperidinamine (249 mg, 1.398 mmol) the title compound was obtained as a yellow solid (55 mg, 48% yield). 1H NMR (400 MHz, DMSO-d6) δ ppm 10.57 (s, 1H), 7.82-8.02 (m, 2H), 7.34 (td, J=7.3, 1.8 Hz, 1H), 7.17-7.29 (m, 2H), 6.95-7.15 (m, 2H), 6.54 (dd, J=3.2, 1.7 Hz, 1H), 5...